Dataset: the Open Reaction Database (ORD), a public repository of structured organic reaction records. Task: describe an organic reaction: reactants, conditions, products, and yield The reactants are O=C([O-])O, CC(C)C1COC(=O)N1C(=O)C(CC1CCCCO1)c1ccc(Cl)c(Cl)c1, [Li+], [Na+], [Na+], [Na+], C1CCOC1, [OH-], O, OO, O=S([O-])[O-]. Yields the product O=C(O)C(CC1CCCCO1)c1ccc(Cl)c(Cl)c1. Reaction SMILES: [C:38](=[O:39])([OH:40])[O-:41].[Cl:1][c:2]1[cH:3][c:4]([CH:9]([C:10](=[O:11])[N:12]2[CH:13]([CH:14]([CH3:15])[CH3:16])[CH2:17][O:18][C:19]2=[O:20])[CH2:21][CH:22]2[O:23][CH2:24][CH2:25][CH2:26][CH2:27]2)[cH:5][cH:6][c:7]1[Cl:8].[Li+:30].[Na+:36].[Na+:37].[Na+:42].[O:43]1[CH2:44][CH2:45][CH2:46][CH2:47]1.[OH-:31].[OH2:48].[OH:28][OH:29].[S:32](=[O:33])([O-:34])[O-:35]>>[Cl:1][c:2]1[cH:3][c:4]([CH:9]([C:10]([OH:11])=[O:33])[CH2:21][CH:22]2[O:23][CH2:24][CH2:25][CH2:26][CH2:27]2)[cH:5][cH:6][c:7]1[Cl:8]. Reactants: Cl (hydrochloric acid), [H-].[Na+] (Sodium hydride), C(C1=CC=CC=C1)(=O)C=1C=C(C=CC1)/C(/C(=O)OCC)=N/O (ethyl Z-2-(3-benzoylphenyl)-2-hydroxyiminoacetate), ClCC1=CC=C(OCC=2N=C(OC2C)C2=CC=CC=C2)C=C1 (4-(4-chloromethylphenoxymethyl)-5-methyl-2-phenyloxazole), C([O-])(O)=O.[Na+] (sodium bicarbonate). The solvent is C(C)(=O)OCC.CCCCCC (ethyl acetate hexane), CN(C=O)C (N,N-dimethylformamide). Conditions: time 1 hour. The product is C(C1=CC=CC=C1)(=O)C=1C=C(C=CC1)/C(/C(=O)OCC)=N/OCC1=CC=C(C=C1)OCC=1N=C(OC1C)C1=CC=CC=C1 (ethyl Z-2-(3-benzoylphenyl)-2-[4-(5-methyl-2-phenyl-4-oxazolylmethoxy)benzyloxyimino]acetate). Isolated yield 41.3%. RXN SMILES: [H-].[Na+].[C:3]([C:11]1[CH:12]=[C:13](/[C:17](=[N:23]/[OH:24])/[C:18]([O:20][CH2:21][CH3:22])=[O:19])[CH:14]=[CH:15][CH:16]=1)(=[O:10])[C:4]1[CH:9]=[CH:8][CH:7]=[CH:6][CH:5]=1.Cl[CH2:26][C:27]1[CH:46]=[CH:45][C:30]([O:31][CH2:32][C:33]2[N:34]=[C:35]([C:39]3[CH:44]=[CH:43][CH:42]=[CH:41][CH:40]=3)[O:36][C:37]=2[CH3:38])=[CH:29][CH:28]=1.Cl.C(=O)(O)[O-].[Na+]>CN(C)C=O.C(OCC)(=O)C.CCCCCC>[C:3]([C:11]1[CH:12]=[C:13](/[C:17](=[N:23]/[O:24][CH2:26][C:27]2[CH:28]=[CH:29][C:30]([O:31][CH2:32][C:33]3[N:34]=[C:35]([C:39]4[CH:44]=[CH:43][CH:42]=[CH:41][CH:40]=4)[O:36][C:37]=3[CH3:38])=[CH:45][CH:46]=2)/[C:18]([O:20][CH2:21][CH3:22])=[O:19])[CH:14]=[CH:15][CH:16]=1)(=[O:10])[C:4]1[CH:9]=[CH:8][CH:7]=[CH:6][CH:5]=1 |f:0.1,5.6,8.9|. Procedure details: Sodium hydride (60% in oil, 399 mg) was added to a solution of ethyl Z-2-(3-benzoylphenyl)-2-hydroxyiminoacetate (2.47 g) and 4-(4-chloromethylphenoxymethyl)-5-methyl-2-phenyloxazole (2.61 g) in N,N-dimethylformamide (15 ml) at room temperature under nitrogen atmosphere and stirred for 1 hour. 1N hydrochloric acid (15 ml) was added, an aqueous saturated solution of sodium bicarbonate was added and extracted with ethyl acetate. The ethyl acetate layer was washed with an aqueous saturated solution... Starting materials: ClC1=NC=CC(=N1)C1=C(N=C(S1)C(C)(C)C)C=1C(=C(C=CC1)NS(=O)(=O)C=1C=NN(C1)C)F (N-{3-[5-(2-chloro-4-pyrimidinyl)-2-(1,1-dimethylethyl)-1,3-thiazol-4-yl]-2-fluorophenyl}-1-methyl-1H-pyrazole-4-sulfonamide), [OH-].[NH4+] (ammonium hydroxide). Yields the product Cl.NC1=NC=CC(=N1)C1=C(N=C(S1)C(C)(C)C)C=1C(=C(C=CC1)NS(=O)(=O)C=1C=NN(C1)C)F (N-{3-[5-(2-amino-4-pyrimidinyl)-2-(1,1-dimethylethyl)-1,3-thiazol-4-yl]-2-fluorophenyl}-1-methyl-1H-pyrazole-4-sulfonamide hydrochloride), solid. Isolated yield 23.0%. Reaction SMILES: [Cl:1][C:2]1[N:7]=[C:6]([C:8]2[S:12][C:11]([C:13]([CH3:16])([CH3:15])[CH3:14])=[N:10][C:9]=2[C:17]2[C:18]([F:33])=[C:19]([NH:23][S:24]([C:27]3[CH:28]=[N:29][N:30]([CH3:32])[CH:31]=3)(=[O:26])=[O:25])[CH:20]=[CH:21][CH:22]=2)[CH:5]=[CH:4][N:3]=1.[OH-].[NH4+:35]>>[ClH:1].[NH2:35][C:2]1[N:7]=[C:6]([C:8]2[S:12][C:11]([C:13]([CH3:16])([CH3:15])[CH3:14])=[N:10][C:9]=2[C:17]2[C:18]([F:33])=[C:19]([NH:23][S:24]([C:27]3[CH:28]=[N:29][N:30]([CH3:32])[CH:31]=3)(=[O:26])=[O:25])[CH:20]=[CH:21][CH:22]=2)[CH:5]=[CH:4][N:3]=1 |f:1.2,3.4|. Procedure details: Following a procedure analogous to the procedure described in Example 282 using N-{3-[5-(2-chloro-4-pyrimidinyl)-2-(1,1-dimethylethyl)-1,3-thiazol-4-yl]-2-fluorophenyl}-1-methyl-1H-pyrazole-4-sulfonamide (750 mg, 1.47 mmol) and ammonium hydroxide (12 ml), the title compound was obtained as a white solid (183 mg, 23%). 1HNMR (DMSO-d6): δ ppm 10.13 (s, 1H), 8.23 (s, 1H), 8.11 (br s, 1.5H), 7.68 (s, 1.5H), 7.46-7.49 (dd, J1=7.6 Hz, J2=0.8 Hz, 1H), 7.35 (br s, 1H), 7.27-7.31 (t, J=8.0 Hz, 1H), 6.06 ... Starting materials: BrC=1SC=CC1 (2-bromothiophene), [I-].[Na+] (sodium iodide), C[O-].[Na+] (sodium methylate), C(CO)O (ethylene glycol). The reagents and catalysts are [Cu]=O (copper oxide). The solvent is CO (methanol). Reaction conditions: temperature 80 celsius, time 175 hour. Product: S1C(=CC=C1)OCCO (2-(2-Thienyloxy)-ethanol). Reaction SMILES: C[O-].[Na+].[CH2:4]([OH:7])[CH2:5][OH:6].Br[C:9]1[S:10][CH:11]=[CH:12][CH:13]=1.[I-].[Na+]>[Cu]=O.CO>[S:10]1[CH:11]=[CH:12][CH:13]=[C:9]1[O:6][CH2:5][CH2:4][OH:7] |f:0.1,4.5|. Procedure details: 323.7 ml of 5.4M sodium methylate solution (1.75 mol) are added to 1,600 ml of absolute ethylene glycol. The reaction mixture is heated and the methanol formed is distilled off over a reflux divider, while passing through nitrogen, until the bottom temperature rises to 130° C. When the removal of methanol has ended, 187.5 g (1.15 mol) of 2-bromothiophene, 55.5 g of finely ground copper oxide and 5.6 g of sodium iodide are added, the apparatus is further flushed briefly with nitrogen and closed w... The reactants are COC(=O)CC1CC(COc2ccc(-c3ccc(C(=N)N)cc3)cc2)NC1=O, ClCCl, COC(=O)Cl, Cl, [Na+], [OH-]. The product is COC(=O)CC1CC(COc2ccc(-c3ccc(C(=N)NC(=O)OC)cc3)cc2)NC1=O. RXN SMILES: [C:2]([NH2:3])(=[NH:4])[c:5]1[cH:6][cH:7][c:8](-[c:11]2[cH:12][cH:13][c:14]([O:17][CH2:18][CH:19]3[CH2:20][CH:21]([CH2:25][C:26](=[O:27])[O:28][CH3:29])[C:22](=[O:24])[NH:23]3)[cH:15][cH:16]2)[cH:9][cH:10]1.[CH2:37]([Cl:38])[Cl:39].[Cl:30][C:31](=[O:32])[O:33][CH3:34].[ClH:1].[Na+:36].[OH-:35]>>[C:2](=[NH:3])([NH:4][C:31](=[O:32])[O:33][CH3:34])[c:5]1[cH:6][cH:7][c:8](-[c:11]2[cH:12][cH:13][c:14]([O:17][CH2:18][CH:19]3[CH2:20][CH:21]([CH2:25][C:26](=[O:27])[O:28][CH3:29])[C:22](=[O:24])[NH:23]3)[cH:15][cH:16]2)[cH:9][cH:10]1. Reactants: Cl.NC1=CC(=NN1C1=CC=C(C=C1)OC)C (5-Amino-3-methyl-1-(4-methoxyphenyl) pyrazole HCl), C(C)(=O)N1C=NC(C1)=O (1-acetyl-2-imidazolinone). Yields the product C(C)(=O)N1C(=NCC1)NC1=CC(=NN1C1=CC=C(C=C1)OC)C (1-Acetyl-2[1-(4-methoxyphenyl)-3-methyl-5-pyrazolyl]amino-2-imidazoline). Reaction SMILES: Cl.[NH2:2][C:3]1[N:7]([C:8]2[CH:13]=[CH:12][C:11]([O:14][CH3:15])=[CH:10][CH:9]=2)[N:6]=[C:5]([CH3:16])[CH:4]=1.[C:17]([N:20]1[CH2:24][C:23](=O)[N:22]=[CH:21]1)(=[O:19])[CH3:18]>>[C:17]([N:20]1[CH2:24][CH2:23][N:22]=[C:21]1[NH:2][C:3]1[N:7]([C:8]2[CH:9]=[CH:10][C:11]([O:14][CH3:15])=[CH:12][CH:13]=2)[N:6]=[C:5]([CH3:16])[CH:4]=1)(=[O:19])[CH3:18] |f:0.1|. Procedure: 5-Amino-3-methyl-1-(4-methoxyphenyl) pyrazole HCl (Farmaco 17, 443, 1962) (23.9 g.) and 1-acetyl-2-imidazolinone (15.4 g.) were reacted as described in Example I to give 14.6 g. of product, mp 129°-131°. The reactants are Cl.C1(=CC=CC=C1)C=1C=NNC1 (4-phenyl-1H-pyrazole hydrochloride salt), ClC(Cl)(OC(OC(Cl)(Cl)Cl)=O)Cl (triphosgene), CCN(C(C)C)C(C)C (DIPEA), Cl.NCC(=O)N1CCN(CC1)C(C1=C(C=CC(=C1)F)C(F)(F)F)=O (2-amino-1-[4-(5-fluoro-2-trifluoromethyl-benzoyl)-piperazin-1-yl]-ethanone hydrochloride salt), CCN(C(C)C)C(C)C (DIPEA). Solvent: C(Cl)Cl (DCM), C(Cl)Cl (DCM), O (water), C(Cl)Cl (DCM). Run at time 30 minute. The product is FC=1C=CC(=C(C(=O)N2CCN(CC2)C(CNC(=O)N2N=CC(=C2)C2=CC=CC=C2)=O)C1)C(F)(F)F (4-phenyl-pyrazole-1-carboxylic acid {2-[4-(5-fluoro-2-trifluoromethyl-benzoyl)-piperazin-1-yl]-2-oxo-ethyl}-amide). Isolated yield 45.6%. RXN SMILES: Cl.[C:2]1([C:8]2[CH:9]=[N:10][NH:11][CH:12]=2)[CH:7]=[CH:6][CH:5]=[CH:4][CH:3]=1.CCN(C(C)C)C(C)C.Cl[C:23](Cl)([O:25]C(=O)OC(Cl)(Cl)Cl)Cl.Cl.[NH2:35][CH2:36][C:37]([N:39]1[CH2:44][CH2:43][N:42]([C:45](=[O:57])[C:46]2[CH:51]=[C:50]([F:52])[CH:49]=[CH:48][C:47]=2[C:53]([F:56])([F:55])[F:54])[CH2:41][CH2:40]1)=[O:38]>C(Cl)Cl.O>[F:52][C:50]1[CH:49]=[CH:48][C:47]([C:53]([F:54])([F:56])[F:55])=[C:46]([CH:51]=1)[C:45]([N:42]1[CH2:41][CH2:40][N:39]([C:37](=[O:38])[CH2:36][NH:35][C:23]([N:10]2[CH:9]=[C:8]([C:2]3[CH:3]=[CH:4][CH:5]=[CH:6][CH:7]=3)[CH:12]=[N:11]2)=[O:25])[CH2:44][CH2:43]1)=[O:57] |f:0.1,4.5|. Procedure details: A mixture of 4-phenyl-1H-pyrazole hydrochloride salt (prepared by the method as described above)(45 mg, 0.2 mmol), DIPEA (80.5 mg, 0.11 ml, 0.625 mmol) and DCM (1 ml) was added to a stirred solution of triphosgene (40 mg, 0.1 mmol) in DCM (5 mL) at room temperature. After 30 minutes, to the above solution, a mixture of 2-amino-1-[4-(5-fluoro-2-trifluoromethyl-benzoyl)-piperazin-1-yl]-ethanone hydrochloride salt (prepared by the method as described above)(100 mg, 0.27 mmol), DIPEA (80.5 mg, 0.11 ... The reactants are COC1=CC=C(C=C1)O (4-methoxy-phenol), [N+](=O)(O)[O-] (nitric acid), C(C)(=O)OC(C)=O (acetic anhydride). Run in C(C)(=O)O (acetic acid). Conditions: time 2 hour. Product: [N+](=O)([O-])C1=C(C=CC(=C1)OC(C)=O)OC (2-nitro-4-acetyloxy-anisole). As a reaction SMILES: [CH3:1][O:2][C:3]1[CH:8]=CC(O)=[CH:5][CH:4]=1.[N+:10]([O-:13])(O)=[O:11].[C:14]([O:17][C:18](=O)[CH3:19])(=[O:16])[CH3:15]>C(O)(=O)C>[N+:10]([C:8]1[CH:19]=[C:18]([O:17][C:14](=[O:16])[CH3:15])[CH:5]=[CH:4][C:3]=1[O:2][CH3:1])([O-:13])=[O:11]. Procedure details: 4-methoxy-phenol is acetylated by reflux in a mixture of acetic anhydride and acetic acid for a period of about 10 to 15 hours, preferably about 12 hours. The acetylated derivative is nitrated by contact with a slight molar excess of nitric acid at room temperature, with stirring for about 1 to 4 hours, preferably about 2 hours giving 2-nitro-4-acetyloxy-anisole. The 2-nitro-4-acetyloxy-anisole is hydrogenated to give the corresponding aniline of Formula 12. Reactants: ClC=1C=C(C=CC1OC(C)C)C1=NC(=NS1)C=1C(=C(C=CC1)CC=O)CC ([3-(5-{3-chloro-4-[(1-methylethyl)oxy]phenyl}-1,2,4-thiadiazol-3-yl)-2-ethylphenyl]acetaldehyde), N1CCC(CC1)C(=O)OCC (ethyl 4-piperidinecarboxylate), C(C)(=O)O (acetic acid), C(C)(=O)O[BH-](OC(C)=O)OC(C)=O.[Na+] (sodium triacetoxyborohydride). Solvent: ClCCl (dichloromethane), CN(C=O)C (N,N-dimethylformamide). Run at time 5 hour. The product is ClC=1C=C(C=CC1OC(C)C)C1=NC(=NS1)C=1C(=C(C=CC1)CCN1CCC(CC1)C(=O)O)CC (1-{2-[3-(5-{3-chloro-4-[(1-methylethyl)oxy]phenyl}-1,2,4-thiadiazol-3-yl)-2-ethylphenyl]ethyl}-4-piperidinecarboxylic acid). Isolated yield 31.2%. Reaction SMILES: [Cl:1][C:2]1[CH:3]=[C:4]([C:12]2[S:16][N:15]=[C:14]([C:17]3[C:18]([CH2:26][CH3:27])=[C:19]([CH2:23][CH:24]=O)[CH:20]=[CH:21][CH:22]=3)[N:13]=2)[CH:5]=[CH:6][C:7]=1[O:8][CH:9]([CH3:11])[CH3:10].[NH:28]1[CH2:33][CH2:32][CH:31]([C:34]([O:36]CC)=[O:35])[CH2:30][CH2:29]1.C(O)(=O)C.C(O[BH-](OC(=O)C)OC(=O)C)(=O)C.[Na+]>ClCCl.CN(C)C=O>[Cl:1][C:2]1[CH:3]=[C:4]([C:12]2[S:16][N:15]=[C:14]([C:17]3[C:18]([CH2:26][CH3:27])=[C:19]([CH2:23][CH2:24][N:28]4[CH2:29][CH2:30][CH:31]([C:34]([OH:36])=[O:35])[CH2:32][CH2:33]4)[CH:20]=[CH:21][CH:22]=3)[N:13]=2)[CH:5]=[CH:6][C:7]=1[O:8][CH:9]([CH3:11])[CH3:10] |f:3.4|. Procedure details: To a solution of [3-(5-{3-chloro-4-[(1-methylethyl)oxy]phenyl}-1,2,4-thiadiazol-3-yl)-2-ethylphenyl]acetaldehyde (D52) (100 mg), ethyl 4-piperidinecarboxylate (78 mg) and acetic acid (1.428 μL) in dichloromethane (DCM) (8 mL) and N,N-dimethylformamide (DMF) (0.400 mL) stirred under nitrogen at room temperature for 20 min was added sodium triacetoxyborohydride (106 mg). The reaction mixture was stirred at room temperature for 5 h. The reaction mixture was concentrated, separated between water and... Reactants: FC1=CC=C(C=C1)C(=CC1=CC=C(C=C1)C(F)(F)F)N(C)C (1-(4-fluorophenyl)-2-(4-trifluoromethylphenyl)-N,N-dimethylethenylamine), C(C)(=O)O (acetic acid), Cl (hydrochloric acid). Run in O (water). Conditions: time 2 hour. Product: FC1=CC=C(C=C1)C(CC1=CC=C(C=C1)C(F)(F)F)=O (4′-fluoro-2-(4-trifluoromethylphenyl)acetophenone). The yield is 90.3%. As a reaction SMILES: [F:1][C:2]1[CH:7]=[CH:6][C:5]([C:8](N(C)C)=[CH:9][C:10]2[CH:15]=[CH:14][C:13]([C:16]([F:19])([F:18])[F:17])=[CH:12][CH:11]=2)=[CH:4][CH:3]=1.C(O)(=[O:25])C.Cl>O>[F:1][C:2]1[CH:7]=[CH:6][C:5]([C:8](=[O:25])[CH2:9][C:10]2[CH:15]=[CH:14][C:13]([C:16]([F:19])([F:18])[F:17])=[CH:12][CH:11]=2)=[CH:4][CH:3]=1. Reported procedure: Into a 200 ml four-necked flask equipped with a thermometer, a stirrer and a reflux condenser, 15.5 g (50 mmol) of 1-(4-fluorophenyl)-2-(4-trifluoromethylphenyl)-N,N-dimethylethenylamine, 80 ml of acetic acid and 30 ml of concentrated hydrochloric acid were charged and reacted with stirring for two hours under refluxing under heating by an oil bath. After completion of reaction, 500 ml of water was added, and precipitated crystals were collected by filtration and washed with a 2% sodium hydrogen...